Dataset: the Open Reaction Database (ORD), a public repository of structured organic reaction records. Task: describe an organic reaction: reactants, conditions, products, and yield Reactants: C=CC(O)C(CC1CCCCC1)NC(=O)OC(C)(C)C, [Na+], O, O=S([O-])O, c1ccncc1. Yields the product CC(C)(C)OC(=O)NC(CC1CCCCC1)C(O)C(O)CO. RXN SMILES: [CH:1]1([CH2:7][CH:8]([CH:9]([CH:10]=[CH2:11])[OH:12])[NH:13][C:14]([O:15][C:16]([CH3:17])([CH3:18])[CH3:19])=[O:20])[CH2:2][CH2:3][CH2:4][CH2:5][CH2:6]1.[Na+:25].[OH2:26].[S:21]([O-:22])(=[O:23])[OH:24].[cH:27]1[cH:28][cH:29][n:30][cH:31][cH:32]1>>[CH:1]1([CH2:7][CH:8]([CH:9]([CH:10]([CH2:11][OH:26])[OH:22])[OH:12])[NH:13][C:14]([O:15][C:16]([CH3:17])([CH3:18])[CH3:19])=[O:20])[CH2:2][CH2:3][CH2:4][CH2:5][CH2:6]1. As a reaction SMILES: [CH3:1][N:2]([CH2:4][C:5]1[CH:6]=[C:7]([CH:12]=[C:13]([CH2:15][OH:16])[CH:14]=1)[C:8]([O:10][CH3:11])=[O:9])[CH3:3]>C1(C)C=CC=CC=1.[O-2].[Mn+4].[O-2]>[CH3:1][N:2]([CH2:4][C:5]1[CH:6]=[C:7]([CH:12]=[C:13]([CH:15]=[O:16])[CH:14]=1)[C:8]([O:10][CH3:11])=[O:9])[CH3:3] |f:2.3.4|. Procedure details: Manganese(IV) oxide (0.72 g, 8.3 mmol) was added to methyl 3-[(dimethylamino)methyl]-5-(hydroxymethyl)benzoate (0.37 g, 1.6 mmol, from Step A) in toluene (15 mL). The mixture was heated to 105° C. for 2 hours, then was cooled to room temperature and filtered. Solvent was removed from the filtrate in vacuo to afford the product as a colorless oil (0.30 g, 82%). 1H NMR (400 MHz, CDCl3): δ 10.07 (s, 1H), 8.43 (dd, 1H), 8.25 (dd, 1H), 8.05 (dd, 1H), 3.96 (s, 3H), 3.54 (s, 2H), 2.26 (s, 6H); LCMS (M+... Reaction conditions: temperature 105 celsius. Yields the product CN(C)CC=1C=C(C(=O)OC)C=C(C1)C=O (Methyl 3-[(dimethylamino)methyl]-5-formylbenzoate). Solvent: C1(=CC=CC=C1)C (toluene). Isolated yield 84.7%. The reagents and catalysts are [O-2].[Mn+4].[O-2] (Manganese(IV) oxide). Reactants: CN(C)CC=1C=C(C(=O)OC)C=C(C1)CO (Methyl 3-[(dimethylamino)methyl]-5-(hydroxymethyl)benzoate). The product is C1OC=2C=C(C=CC2O1)NCC(=O)OC (methyl 2-[N-(3,4-methylenedioxyphenyl)amino]acetate). Reactants: resultant mixture, [H-].[Na+] (sodium hydride), BrCC(=O)OC (methyl bromoacetate), C1OC=2C=C(N)C=CC2O1 (3,4-Methylenedioxyaniline). Reported procedure: 3,4-Methylenedioxyaniline (30.7 g) was dissolved in 300 ml of dry tetrahydrofuran, followed by the addition of 10.7 g of sodium hydride (in oil, 60%) and 22.7 ml of methyl bromoacetate under ice cooling. Under an argon stream, the resultant mixture was stirred at room temperature for 2 days. The reaction mixture was extracted with ether. The organic layer so obtained was washed with water, shaken together with a saturated aqueous NaCl solution and then dried over anhydrous sodium sulfate. The so... Reaction SMILES: [CH2:1]1[O:10][C:9]2[CH:8]=[CH:7][C:5]([NH2:6])=[CH:4][C:3]=2[O:2]1.[H-].[Na+].Br[CH2:14][C:15]([O:17][CH3:18])=[O:16]>O1CCCC1>[CH2:1]1[O:10][C:9]2[CH:8]=[CH:7][C:5]([NH:6][CH2:14][C:15]([O:17][CH3:18])=[O:16])=[CH:4][C:3]=2[O:2]1 |f:1.2|. Solvent: O1CCCC1 (tetrahydrofuran).